Dataset: the Open Reaction Database (ORD), a public repository of structured organic reaction records. Task: describe an organic reaction: reactants, conditions, products, and yield Reactants: polyester, C(C(CC)O)O (1,2-butanediol), C(C)(=O)OC(CCC)O (acetoxyhydroxybutane), C(C)(=O)OC(C(C)OC(C)=O)C (diacetoxybutane), C(C(CC)O)O (1,2-butanediol). Solvent: C(C)(=O)O (acetic acid). Product: C(CCCO)O (1,4-butanediol), C=CC=C (butadiene). Reaction SMILES: [CH2:1]([OH:6])[CH:2](O)[CH2:3][CH3:4].C(O[CH:11](O)[CH2:12][CH2:13][CH3:14])(=[O:9])C.C(OC(C)C(OC(=O)C)C)(=O)C>C(O)(=O)C>[CH2:1]([OH:6])[CH2:2][CH2:3][CH2:4][OH:9].[CH2:11]=[CH:12][CH:13]=[CH2:14]. Reported procedure: Further, in a process for preparing a polyester according to the present invention, crude 1,2-butanediol (hereinafter referred to as crude 1,2-BG) containing acetoxyhydroxybutane and/or diacetoxybutane may be used as 1,2-butanediol. Crude 1,2-BG is usually formed as a by-product during the preparation of 1,4-butanediol by the reaction of butadiene with acetic acid, such crude 1,2-BG contains various acetoxy compounds. For instance, from a gas chromatography analysis, a typical sample of such cru... Starting materials: OC(CCCCCCCCCCCC)C=1C=C(OC1)[Si](C)(C)C (4-(1-hydroxytridecyl)-2-trimethylsilylfuran), C(C)(=O)OC(C)=O (acetic anhydride). Solvent: N1=CC=CC=C1 (pyridine). Conditions: time 16 hour. Yields the product C(C)(=O)OC(CCCCCCCCCCCC)C=1C=C(OC1)[Si](C)(C)C (4-(1-Acetoxytridecyl)-2-trimethylsilylfuran). As a reaction SMILES: [OH:1][CH:2]([C:15]1[CH:16]=[C:17]([Si:20]([CH3:23])([CH3:22])[CH3:21])[O:18][CH:19]=1)[CH2:3][CH2:4][CH2:5][CH2:6][CH2:7][CH2:8][CH2:9][CH2:10][CH2:11][CH2:12][CH2:13][CH3:14].[C:24](OC(=O)C)(=[O:26])[CH3:25]>N1C=CC=CC=1>[C:24]([O:1][CH:2]([C:15]1[CH:16]=[C:17]([Si:20]([CH3:23])([CH3:22])[CH3:21])[O:18][CH:19]=1)[CH2:3][CH2:4][CH2:5][CH2:6][CH2:7][CH2:8][CH2:9][CH2:10][CH2:11][CH2:12][CH2:13][CH3:14])(=[O:26])[CH3:25]. Procedure: A mixture of 4-(1-hydroxytridecyl)-2-trimethylsilylfuran (1.32 g, 3.89 mmol), acetic anhydride (4 ml) and pyridine (6 ml) was stirred under argon at ca. 20° for 16 h. After most of the solvent was removed under high vacuum (<40°), the residue was dissolved in ethyl ether (40 ml) and washed thoroughly with aqueous copper sulfate and water. Drying (magnesium sulfate) and evaporation gave a brown oil, which was flash chromatographed on silica using 5% ethyl ether/petroleum ether. Fractions with Rf ...